This data is from the Open Reaction Database (ORD), a public repository of structured organic reaction records. The task is: describe an organic reaction: reactants, conditions, products, and yield The reactants are N([C@@H](CCCCNC(C1=CC=C(OC)C=C1)(C1=CC=CC=C1)C1=CC=CC=C1)C(=O)O)C(=O)OCC1C2=CC=CC=C2C2=CC=CC=C12 (Fmoc-Lys(MMT)), N([C@@H](CCCCNC(C1=CC=C(OC)C=C1)(C1=CC=CC=C1)C1=CC=CC=C1)C(=O)O)C(=O)OCC1C2=CC=CC=C2C2=CC=CC=C12 (Fmoc-Lys(MMT)), C(Cl)Cl (methylene chloride), C(C)NCC (diethylamine). Run in mixture, C(C)#N (acetonitrile). Reaction conditions: time 1.5 hour. The product is N[C@@H](CCCCNC(C1=CC=C(OC)C=C1)(C1=CC=CC=C1)C1=CC=CC=C1)C(=O)O (Lys(MMT)). As a reaction SMILES: [NH:1](C(OCC1C2C(=CC=CC=2)C2C1=CC=CC=2)=O)[C@H:2]([C:29]([OH:31])=[O:30])[CH2:3][CH2:4][CH2:5][CH2:6][NH:7][C:8]([C:23]1[CH:28]=[CH:27][CH:26]=[CH:25][CH:24]=1)([C:17]1[CH:22]=[CH:21][CH:20]=[CH:19][CH:18]=1)[C:9]1[CH:16]=[CH:15][C:12]([O:13][CH3:14])=[CH:11][CH:10]=1.C(Cl)Cl.C(NCC)C>C(#N)C>[NH2:1][C@H:2]([C:29]([OH:31])=[O:30])[CH2:3][CH2:4][CH2:5][CH2:6][NH:7][C:8]([C:23]1[CH:28]=[CH:27][CH:26]=[CH:25][CH:24]=1)([C:17]1[CH:22]=[CH:21][CH:20]=[CH:19][CH:18]=1)[C:9]1[CH:16]=[CH:15][C:12]([O:13][CH3:14])=[CH:11][CH:10]=1. Procedure details: To a stirred solution of Fmoc-Lys(MMT) (9.7336 g) in 100 ml of mixture of methylene chloride and acetonitrile (1:1) at room temperature was added diethylamine (100 ml). The mixture was stirred at room temperature for 1.5 hrs. After removal of solvent, the residue was flushed with acetonitrile at 60° C. (90 ml×2), washed with acetonitrile (20 ml×3) and ether (20 ml×3). The solid was then dissolved as far as possible in 1:1 CH2Cl2/CH3OH (200 ml) and some solid byproduct was removed by filtering th... Starting materials: CCOC(=O)C1(NC(=O)c2ccc(OCC)cc2)CC1, C1COCCO1, [Li+], [OH-], O. Product: CCOc1ccc(C(=O)NC2(C(=O)O)CC2)cc1. Reaction SMILES: [CH2:1]([CH3:2])[O:3][c:4]1[cH:5][cH:6][c:7]([C:8](=[O:9])[NH:10][C:11]2([C:14](=[O:15])[O:16][CH2:17][CH3:18])[CH2:12][CH2:13]2)[cH:19][cH:20]1.[CH2:23]1[O:24][CH2:25][CH2:26][O:27][CH2:28]1.[Li+:21].[OH-:22].[OH2:29]>>[CH2:1]([CH3:2])[O:3][c:4]1[cH:5][cH:6][c:7]([C:8](=[O:9])[NH:10][C:11]2([C:14](=[O:15])[OH:16])[CH2:12][CH2:13]2)[cH:19][cH:20]1. Procedure details: A 500 ml 3 neck flask was charged with 250 ml of ethanol and 6.0 g of sodium borohydride (0.16 mole). To the flask maintained at 0° C. in an ice bath was added dropwise 74.6 g of the aldehyde from example 1 at a purity of 84.3% (0.30 mole) in 100 ml of ethanol. The batch was stirred 45 minutes at 0° C. The reaction was now quenched by the addition of 50 ml of 25% hydrochloric acid at 0°-5° C. The mixture was poured onto 300 ml of brine and extracted with 3×100 ml of hexane. The hexane was washed... The solvent is C(C)O (ethanol), C(C)O (ethanol). As a reaction SMILES: [BH4-].[Na+].[CH3:3][C:4]1([CH3:17])[C:8]([CH3:9])=[CH:7][CH2:6][CH:5]1[CH:10]([CH2:13][C:14]([CH3:16])=[CH2:15])[CH:11]=[O:12]>C(O)C>[CH3:3][C:4]1([CH3:17])[C:8]([CH3:9])=[CH:7][CH2:6][CH:5]1[CH:10]([CH2:13][C:14]([CH3:16])=[CH2:15])[CH2:11][OH:12] |f:0.1|. The yield is 63.7%. Reaction conditions: temperature 0 celsius, time 45 minute. Starting materials: 3, [BH4-].[Na+] (sodium borohydride), CC1(C(CC=C1C)C(C=O)CC(=C)C)C (2-(2,2,3-Trimethylcyclopent-3-en-1-yl)-4-methyl-4-pentenal). Yields the product CC1(C(CC=C1C)C(CO)CC(=C)C)C (2-(2,2,3-Trimethylcyclopent-3-en-1-yl)-4-methyl-4-pentenol). Starting materials: CCCCC(=O)Cl, CCOC(=O)COc1ccc2cc(-c3cc4ccccc4s3)ccc2c1Cl, ClC(Cl)Cl, O, Cl[Sn](Cl)(Cl)Cl. Yields the product CCCCC(=O)c1c(-c2ccc3c(Cl)c(OCC(=O)OCC)ccc3c2)sc2ccccc12. As a reaction SMILES: [C:28]([CH2:29][CH2:30][CH2:31][CH3:32])(=[O:33])[Cl:34].[CH2:1]([CH3:2])[O:3][C:4]([CH2:5][O:6][c:7]1[c:8]([Cl:26])[c:9]2[cH:10][cH:11][c:12](-[c:17]3[cH:18][c:19]4[c:20]([s:21]3)[cH:22][cH:23][cH:24][cH:25]4)[cH:13][c:14]2[cH:15][cH:16]1)=[O:27].[CH:41]([Cl:42])([Cl:43])[Cl:44].[OH2:40].[Sn:35]([Cl:36])([Cl:37])([Cl:38])[Cl:39]>>[CH2:1]([CH3:2])[O:3][C:4]([CH2:5][O:6][c:7]1[c:8]([Cl:26])[c:9]2[cH:10][cH:11][c:12](-[c:17]3[c:18]([C:28]([CH2:29][CH2:30][CH2:31][CH3:32])=[O:33])[c:19]4[c:20]([s:21]3)[cH:22][cH:23][cH:24][cH:25]4)[cH:13][c:14]2[cH:15][cH:16]1)=[O:27].